Dataset: the Open Reaction Database (ORD), a public repository of structured organic reaction records. Task: describe an organic reaction: reactants, conditions, products, and yield The reactants are C(C)(C)(C)OC(C(C)OC1=CC(=C(C=C1)CNC(=O)C=1C(=NC=CC1)OC1=CC=2C(=NSN2)C=C1)F)=O ((+)-2-[4-({[2-(benzo[2,1,3]thiadiazol-5-yloxy)-pyridine-3-carbonyl]-amino}-methyl)-3-fluoro-phenoxy]-propionic acid tert-butyl ester), C(C)(C)(C)OC(C(C)OC1=CC(=C(C=C1)CNC(=O)C=1C(=NC=CC1)OC1=CC=2C(=NON2)C=C1)F)=O ((±)-2-[4-({[2-(benzo[2,1,3]oxadiazol-5-yloxy)-pyridine-3-carbonyl]-amino}-methyl)-3-fluoro -phenoxy]-propionic acid tert-butyl ester). The product is N=1SN=C2C1C=CC(=C2)OC2=NC=CC=C2C(=O)NCC2=C(C=C(OC(C(=O)O)C)C=C2)F ((±)-2-[4-({[2-(Benzo[2,1,3]thiadiazol-5-yloxy)-pyridine-3-carbonyl]-amino}-methyl)-3-fluoro-phenoxy]-propionic acid). Reaction SMILES: C([O:5][C:6](=[O:37])[CH:7]([O:9][C:10]1[CH:15]=[CH:14][C:13]([CH2:16][NH:17][C:18]([C:20]2[C:21]([O:26][C:27]3[CH:35]=[CH:34][C:30]4=[N:31][S:32][N:33]=[C:29]4[CH:28]=3)=[N:22][CH:23]=[CH:24][CH:25]=2)=[O:19])=[C:12]([F:36])[CH:11]=1)[CH3:8])(C)(C)C.C(OC(=O)C(OC1C=CC(CNC(C2C(OC3C=CC4=NON=C4C=3)=NC=CC=2)=O)=C(F)C=1)C)(C)(C)C>>[N:31]1[S:32][N:33]=[C:29]2[CH:28]=[C:27]([O:26][C:21]3[C:20]([C:18]([NH:17][CH2:16][C:13]4[CH:14]=[CH:15][C:10]([O:9][CH:7]([CH3:8])[C:6]([OH:37])=[O:5])=[CH:11][C:12]=4[F:36])=[O:19])=[CH:25][CH:24]=[CH:23][N:22]=3)[CH:35]=[CH:34][C:30]=12. Procedure: The compound of Formula (5.5.7) was prepared in a manner analogous to that described in Example 3, substituting (+)-2-[4-({[2-(benzo[2,1,3]thiadiazol-5-yloxy)-pyridine-3-carbonyl]-amino}-methyl)-3-fluoro-phenoxy]-propionic acid tert-butyl ester for the corresponding (±)-2-[4-({[2-(benzo[2,1,3]oxadiazol-5-yloxy)-pyridine-3-carbonyl]-amino}-methyl)-3-fluoro -phenoxy]-propionic acid tert-butyl ester material. Starting materials: CC(C)c1noc(N2CCC(COc3ccc(Br)nc3)CC2)n1, O=C([O-])[O-], COCCOC, CS(=O)(=O)c1ccc(B(O)O)cc1, [Na+], [Na+], c1ccc(P(c2ccccc2)(c2ccccc2)[Pd](P(c2ccccc2)(c2ccccc2)c2ccccc2)(P(c2ccccc2)(c2ccccc2)c2ccccc2)P(c2ccccc2)(c2ccccc2)c2ccccc2)cc1. Yields the product CC(C)c1noc(N2CCC(COc3ccc(-c4ccc(S(C)(=O)=O)cc4)nc3)CC2)n1. RXN SMILES: [Br:1][c:2]1[n:3][cH:4][c:5]([O:8][CH2:9][CH:10]2[CH2:11][CH2:12][N:13]([c:16]3[n:17][c:18]([CH:21]([CH3:22])[CH3:23])[n:19][o:20]3)[CH2:14][CH2:15]2)[cH:6][cH:7]1.[C:37](=[O:38])([O-:39])[O-:40].[CH3:120][O:121][CH2:122][CH2:123][O:124][CH3:125].[CH3:24][S:25](=[O:26])(=[O:27])[c:28]1[cH:29][cH:30][c:31]([B:34]([OH:35])[OH:36])[cH:32][cH:33]1.[Na+:41].[Na+:42].[cH:43]1[cH:44][cH:45][c:46]([P:47]([Pd:48]([P:49]([c:50]2[cH:51][cH:52][cH:53][cH:54][cH:55]2)([c:56]2[cH:57][cH:58][cH:59][cH:60][cH:61]2)[c:62]2[cH:63][cH:64][cH:65][cH:66][cH:67]2)([P:68]([c:69]2[cH:70][cH:71][cH:72][cH:73][cH:74]2)([c:75]2[cH:76][cH:77][cH:78][cH:79][cH:80]2)[c:81]2[cH:82][cH:83][cH:84][cH:85][cH:86]2)[P:87]([c:88]2[cH:89][cH:90][cH:91][cH:92][cH:93]2)([c:94]2[cH:95][cH:96][cH:97][cH:98][cH:99]2)[c:100]2[cH:101][cH:102][cH:103][cH:104][cH:105]2)([c:106]2[cH:107][cH:108][cH:109][cH:110][cH:111]2)[c:112]2[cH:113][cH:114][cH:115][cH:116][cH:117]2)[cH:118][cH:119]1>>[c:2]1(-[c:31]2[cH:30][cH:29][c:28]([S:25]([CH3:24])(=[O:26])=[O:27])[cH:33][cH:32]2)[n:3][cH:4][c:5]([O:8][CH2:9][CH:10]2[CH2:11][CH2:12][N:13]([c:16]3[n:17][c:18]([CH:21]([CH3:22])[CH3:23])[n:19][o:20]3)[CH2:14][CH2:15]2)[cH:6][cH:7]1. The reactants are C1(=CC=CC=C1)SCCCCOC=1C=C2C=CC(NC2=CC1)=O (6-(4-phenylmercapto-butoxy)-carbostyril), OO (hydrogen peroxide). Yields the product C1(=CC=CC=C1)S(=O)CCCCOC=1C=C2C=CC(NC2=CC1)=O (6-(4-Phenylsulfinyl-butoxy)-carbostyril). As a reaction SMILES: [C:1]1([S:7][CH2:8][CH2:9][CH2:10][CH2:11][O:12][C:13]2[CH:14]=[C:15]3[C:20](=[CH:21][CH:22]=2)[NH:19][C:18](=[O:23])[CH:17]=[CH:16]3)[CH:6]=[CH:5][CH:4]=[CH:3][CH:2]=1.[OH:24]O>>[C:1]1([S:7]([CH2:8][CH2:9][CH2:10][CH2:11][O:12][C:13]2[CH:14]=[C:15]3[C:20](=[CH:21][CH:22]=2)[NH:19][C:18](=[O:23])[CH:17]=[CH:16]3)=[O:24])[CH:6]=[CH:5][CH:4]=[CH:3][CH:2]=1. Procedure: Prepared analogous to Example 88 from 6-(4-phenylmercapto-butoxy)-carbostyril and hydrogen peroxide. The reactants are FC(C=1C(=NC=CC1)N1CCC2=C(CC1)C(=NC=N2)O)(F)F (7-(3-trifluoromethyl-pyridin-2-yl)-6,7,8,9-tetrahydro-5H-pyrimido[4,5-d]azepin-4-ol), O=P(Cl)(Cl)Cl (POCl3). Solvent: CCOC(=O)C (EtOAc), CC#N (CH3CN). Run at temperature 90 celsius. The product is ClC1=NC=NC=2CCN(CCC21)C2=NC=CC=C2C(F)(F)F (4-Chloro-7-(3-trifluoromethyl-pyridin-2-yl)-6,7,8,9-tetrahydro-5H-pyrimido[4,5-d]azepine). Isolated yield 33.0%. Reaction SMILES: [F:1][C:2]([F:22])([F:21])[C:3]1[C:4]([N:9]2[CH2:15][CH2:14][C:13]3[C:16](O)=[N:17][CH:18]=[N:19][C:12]=3[CH2:11][CH2:10]2)=[N:5][CH:6]=[CH:7][CH:8]=1.O=P(Cl)(Cl)[Cl:25]>CC#N.CCOC(C)=O>[Cl:25][C:16]1[C:13]2[CH2:14][CH2:15][N:9]([C:4]3[C:3]([C:2]([F:22])([F:21])[F:1])=[CH:8][CH:7]=[CH:6][N:5]=3)[CH2:10][CH2:11][C:12]=2[N:19]=[CH:18][N:17]=1. Reported procedure: To a solution of 7-(3-trifluoromethyl-pyridin-2-yl)-6,7,8,9-tetrahydro-5H-pyrimido[4,5-d]azepin-4-ol (185 mg, 0.60 mmol) in CH3CN (2 mL) was added POCl3 (0.11 mL, 1.19 mmol). The reaction mixture was heated at 90° C. for 2 h. The mixture was cooled to rt, diluted with EtOAc, and quenched slowly with saturated (satd.) aq. NaHCO3. The combined organic layers were dried (Na2SO4) and concentrated. The crude residue was purified (FCC) to give the title compound (65 mg, 33%). Starting materials: CC1(C)Cc2cccc(OCCCCOc3c(Cl)cc(OCc4ccccc4)cc3Cl)c2O1, CO. Yields the product CC1(C)Cc2cccc(OCCCCOc3c(Cl)cc(O)cc3Cl)c2O1. As a reaction SMILES: [CH3:1][C:2]1([CH3:33])[CH2:3][c:4]2[c:5]([c:7]([O:11][CH2:12][CH2:13][CH2:14][CH2:15][O:16][c:17]3[c:18]([Cl:32])[cH:19][c:20]([O:24][CH2:25][c:26]4[cH:27][cH:28][cH:29][cH:30][cH:31]4)[cH:21][c:22]3[Cl:23])[cH:8][cH:9][cH:10]2)[O:6]1.[CH3:34][OH:35]>>[CH3:1][C:2]1([CH3:33])[CH2:3][c:4]2[c:5]([c:7]([O:11][CH2:12][CH2:13][CH2:14][CH2:15][O:16][c:17]3[c:18]([Cl:32])[cH:19][c:20]([OH:24])[cH:21][c:22]3[Cl:23])[cH:8][cH:9][cH:10]2)[O:6]1. The reactants are Cl (hydrochloric acid), ClC1=NC(=NC=C1OC)OC (4-Chloro-2,5-dimethoxypyrimidine), O (water), N#CN.[Na] (Sodium hydrogen cyanamide). The solvent is CN1C(CCC1)=O (N-methyl-2-pyrrolidinone). Reaction conditions: temperature 50 celsius, time 2.5 hour. Product: COC1=NC=C(C(=N1)NC#N)OC (2,5-dimethoxy-4-cyanoaminopyrimidine). Isolated yield 76.4%. Reaction SMILES: Cl[C:2]1[C:7]([O:8][CH3:9])=[CH:6][N:5]=[C:4]([O:10][CH3:11])[N:3]=1.[N:12]#[C:13][NH2:14].[Na].O.Cl>CN1CCCC1=O>[CH3:11][O:10][C:4]1[N:3]=[C:2]([NH:14][C:13]#[N:12])[C:7]([O:8][CH3:9])=[CH:6][N:5]=1 |f:1.2,^1:14|. Procedure: 4-Chloro-2,5-dimethoxypyrimidine (CDMP; 15 g, 0.086 mol) was dissolved in N-methyl-2-pyrrolidinone (NMP; 62.5 g) at ambient temperature. Sodium hydrogen cyanamide (12.1 g, 2.2 eq) was added all at once, and the mixture was heated to 50° C. with stirring for 2.5 h. The resulting slurry was cooled to 25° C., and 150 mL of water was added. Concentrated hydrochloric acid was added drop-wise until a pH of 5.5 was reached. The thick slurry was filtered and washed twice with 10 mL of water to afford 2,...